Dataset: the Open Reaction Database (ORD), a public repository of structured organic reaction records. Task: describe an organic reaction: reactants, conditions, products, and yield Reactants: COCCOCCOCCOC, NCCc1ccc(Cl)cc1, [Na+], [OH-], Cc1ccc(S(=O)(=O)OCC2CCC(COS(=O)(=O)c3ccc(C)cc3)O2)cc1. Yields the product Clc1ccc(CCN2CC3CCC(C2)O3)cc1. As a reaction SMILES: [CH3:40][O:41][CH2:42][CH2:43][O:44][CH2:45][CH2:46][O:47][CH2:48][CH2:49][O:50][CH3:51].[Cl:1][c:2]1[cH:3][cH:4][c:5]([CH2:6][CH2:7][NH2:8])[cH:9][cH:10]1.[Na+:53].[OH-:52].[S:11]([O:12][CH2:22][CH:23]1[O:24][CH:25]([CH2:28][O:13][S:14]([c:15]2[cH:16][cH:17][c:18]([CH3:19])[cH:20][cH:21]2)(=[O:29])=[O:30])[CH2:26][CH2:27]1)([c:31]1[cH:32][cH:33][c:34]([CH3:35])[cH:36][cH:37]1)(=[O:38])=[O:39]>>[Cl:1][c:2]1[cH:3][cH:4][c:5]([CH2:6][CH2:7][N:8]2[CH2:22][CH:23]3[O:24][CH:25]([CH2:26][CH2:27]3)[CH2:28]2)[cH:9][cH:10]1.